From a dataset of the Open Reaction Database (ORD), a public repository of structured organic reaction records. describe an organic reaction: reactants, conditions, products, and yield The reactants are O=C([O-])[O-], ClCc1ccc(Cl)cc1, [K+], [K+], Nc1nc2ccccc2[nH]1, CN(C)C=O. Product: Nc1nc2ccccc2n1Cc1ccc(Cl)cc1. Reaction SMILES: [C:20](=[O:21])([O-:22])[O-:23].[Cl:11][c:12]1[cH:13][cH:14][c:15]([CH2:16][Cl:17])[cH:18][cH:19]1.[K+:24].[K+:25].[NH2:1][c:2]1[nH:3][c:4]2[c:5]([n:6]1)[cH:7][cH:8][cH:9][cH:10]2.[O:26]=[CH:27][N:28]([CH3:29])[CH3:30]>>[NH2:1][c:2]1[n:3][c:4]2[c:5]([n:6]1[CH2:16][c:15]1[cH:14][cH:13][c:12]([Cl:11])[cH:19][cH:18]1)[cH:7][cH:8][cH:9][cH:10]2. Reactants: C(C)(C)N1C(N(C2=C1C=CC=C2)C(=O)NCC2CCN(CC2)C(=O)OC(C)(C)C)=O (tert-butyl 4-({[(3-isopropyl-2-oxo-2,3-dihydro-1H-benzimidazol-1-yl)carbonyl]amino}methyl)piperidine-1-carboxylate). The solvent is Cl (hydrochloric acid), CO (methanol), Cl (hydrochloric acid). Yields the product C(C)(C)N1C(N(C2=C1C=CC=C2)C(=O)NCC2CCNCC2)=O (3-Isopropyl-2-oxo-N-(piperidin-4-ylmethyl)-2,3-dihydro-1H -benzimidazole-1-carboxamide). The yield is 75.0%. RXN SMILES: [CH:1]([N:4]1[C:8]2[CH:9]=[CH:10][CH:11]=[CH:12][C:7]=2[N:6]([C:13]([NH:15][CH2:16][CH:17]2[CH2:22][CH2:21][N:20](C(OC(C)(C)C)=O)[CH2:19][CH2:18]2)=[O:14])[C:5]1=[O:30])([CH3:3])[CH3:2]>Cl.CO>[CH:1]([N:4]1[C:8]2[CH:9]=[CH:10][CH:11]=[CH:12][C:7]=2[N:6]([C:13]([NH:15][CH2:16][CH:17]2[CH2:18][CH2:19][NH:20][CH2:21][CH2:22]2)=[O:14])[C:5]1=[O:30])([CH3:3])[CH3:2]. Reported procedure: A solution of tert-butyl 4-({[(3-isopropyl-2-oxo-2,3-dihydro-1H-benzimidazol-1-yl)carbonyl]amino}methyl)piperidine-1-carboxylate (3.992 g, 9.58 mmol) in 50 ml 10% hydrochloric acid in methanol and 10 ml concentrated hydrochloric acid was stirred at room temperature for 18 hours. The mixture was then concentrated and basified with aqueous Na2CO3, extracted with CHCl3 (100 ml) for 3 times. The combined extract was dried and concentrated. Flash chromatography of the residue (NH-silica gel, elutent:... The reactants are C=CCOC(=O)N1CC2CC1C(=O)S2, CCOC(C)=O, NCCc1ccccc1, C1CCOC1. Product: C=CCOC(=O)N1CC(S)CC1C(=O)NCCc1ccccc1. As a reaction SMILES: [CH2:1]([CH:2]=[CH2:3])[O:4][C:5](=[O:6])[N:7]1[CH:8]2[C:9](=[O:14])[S:10][CH:11]([CH2:12]1)[CH2:13]2.[CH3:29][CH2:30][O:31][C:32](=[O:33])[CH3:34].[NH2:15][CH2:16][CH2:17][c:18]1[cH:19][cH:20][cH:21][cH:22][cH:23]1.[O:24]1[CH2:25][CH2:26][CH2:27][CH2:28]1>>[CH2:1]([CH:2]=[CH2:3])[O:4][C:5](=[O:6])[N:7]1[CH:8]([C:9](=[O:14])[NH:15][CH2:16][CH2:17][c:18]2[cH:19][cH:20][cH:21][cH:22][cH:23]2)[CH2:13][CH:11]([SH:10])[CH2:12]1. Starting materials: N1=CC(=CC=C1)CNC(=O)C1=CC=C2CNC3=C(CN21)C=CC=C3 (N-(pyridin-3-ylmethyl)-10,11-dihydro-5H-pyrrolo[2,1-c][1,4]benzodiazepine-3-carboxamide), solution, C(C(=O)Cl)(=O)Cl (oxalyl chloride), ClCCl (dichloromethane), C(C)(C)N(C(C)C)CC (N,N-diisopropylethylamine), C(C)(=O)C1=C(C=CC=C1)C1=CC=C(C=C1)C(=O)O (2′-Acetyl-biphenyl-4-carboxylic acid), acid chloride. Reagents/catalysts: CN(C=O)C (N,N-dimethylformamide). Run in O1CCCC1 (tetrahydrofuran), O1CCCC1 (tetrahydrofuran). Run at time 2 hour. Yields the product C(C)(=O)C1=C(C=CC=C1)C1=CC=C(C=C1)C(=O)N1CC=2N(CC3=C1C=CC=C3)C(=CC2)C(=O)NCC=2C=NC=CC2 (10-[(2′-Acetyl-1,1′-biphenyl-4-yl)carbonyl]-N-(pyridin-3-ylmethyl)-10,11-dihydro-5H-pyrrolo[2,1-c][1,4]benzodiazepine-3-carboxamide). Yield: 88.4%. As a reaction SMILES: [C:1]([C:4]1[CH:9]=[CH:8][CH:7]=[CH:6][C:5]=1[C:10]1[CH:15]=[CH:14][C:13]([C:16]([OH:18])=O)=[CH:12][CH:11]=1)(=[O:3])[CH3:2].C(Cl)(=O)C(Cl)=O.ClCCl.[N:28]1[CH:33]=[CH:32][CH:31]=[C:30]([CH2:34][NH:35][C:36]([C:38]2[N:47]3[C:41]([CH2:42][NH:43][C:44]4[CH:51]=[CH:50][CH:49]=[CH:48][C:45]=4[CH2:46]3)=[CH:40][CH:39]=2)=[O:37])[CH:29]=1.C(N(CC)C(C)C)(C)C>O1CCCC1.CN(C)C=O>[C:1]([C:4]1[CH:9]=[CH:8][CH:7]=[CH:6][C:5]=1[C:10]1[CH:11]=[CH:12][C:13]([C:16]([N:43]2[C:44]3[CH:51]=[CH:50][CH:49]=[CH:48][C:45]=3[CH2:46][N:47]3[C:38]([C:36]([NH:35][CH2:34][C:30]4[CH:29]=[N:28][CH:33]=[CH:32][CH:31]=4)=[O:37])=[CH:39][CH:40]=[C:41]3[CH2:42]2)=[O:18])=[CH:14][CH:15]=1)(=[O:3])[CH3:2]. Reported procedure: To a solution of 2′-acetyl-biphenyl-4-carboxylic acid of Step A (0.340 g, 1.41 mmol) in dry tetrahydrofuran (30 mL) at room temperature under nitrogen was added dry N,N-dimethylformamide (1 drop) followed by the dropwise addition of a 2.0 M solution of oxalyl chloride in dichloromethane (1.17 mL, 2.34 mmol). The reaction mixture was stirred at room temperature for 2 hours then concentrated in vacuo and the residue redissolved in dry dichloromethane (30 mL). The solution was concentrated in vacuo...